Dataset: the Open Reaction Database (ORD), a public repository of structured organic reaction records. Task: describe an organic reaction: reactants, conditions, products, and yield Reactants: Cl.NCC(=O)C1=CC=C(OCC(=O)OC)C=C1 (methyl 4-(aminoacetyl)phenoxyacetate hydrochloride), ClC(=O)OCC (ethyl chloroformate). Run in N1=CC=CC=C1 (Pyridine). Yields the product C(C)OC(=O)NCC(=O)C1=CC=C(OCC(=O)OC)C=C1 (methyl 4-[N-(ethoxycarbonyl)aminoacetyl]-phenoxyacetate). The yield is 79.5%. RXN SMILES: Cl.[NH2:2][CH2:3][C:4]([C:6]1[CH:17]=[CH:16][C:9]([O:10][CH2:11][C:12]([O:14][CH3:15])=[O:13])=[CH:8][CH:7]=1)=[O:5].Cl[C:19]([O:21][CH2:22][CH3:23])=[O:20]>N1C=CC=CC=1>[CH2:22]([O:21][C:19]([NH:2][CH2:3][C:4]([C:6]1[CH:7]=[CH:8][C:9]([O:10][CH2:11][C:12]([O:14][CH3:15])=[O:13])=[CH:16][CH:17]=1)=[O:5])=[O:20])[CH3:23] |f:0.1|. Reported procedure: Pyridine (40ml.) was added to a stirred mixture of methyl 4-(aminoacetyl)phenoxyacetate hydrochloride (5.2g.) and ethyl chloroformate (2.3g.). An exothermic reaction occurred and was allowed to continue until a homogeneous solution was obtained. This solution was then cooled and the solid residue which formed was first separated, and then washed successively with ether (2 × 30ml.), water (2 × 30ml.) and ether (2 × 30ml.), before recrystallisation from toluene to give methyl 4-[N-(ethoxycarbonyl)... The reactants are Cl[C@@]12[C@]3(C=CC(C=C3CC[C@H]1[C@@H]1C[C@H]([C@H](C(COC(C(C)(C)C)=O)=O)[C@]1(C[C@@H]2O)C)C)=O)C (9α-chloro-11β-hydroxy-16α-methyl-21-trimethylacetoxy-1,4-pregnadiene-3,20-dione). Solvent: C1(=CC=CC=C1)C (toluene). Product: C[C@H]1[C@H](C(COC(C(C)(C)C)=O)=O)[C@]2(CC([C@@H]3[C@]4(C=CC(C=C4CC[C@H]3[C@@H]2C1)=O)C)=O)C (16α-methyl-21-trimethylacetoxy-1,4-pregnadiene-3,11,20-trione). Yield: 70.4%. Reaction SMILES: Cl[C@:2]12[C@@H:28]([OH:29])[CH2:27][C@@:26]3([CH3:30])[C@@H:12]([CH2:13][C@@H:14]([CH3:31])[C@@H:15]3[C:16](=[O:25])[CH2:17][O:18][C:19](=[O:24])[C:20]([CH3:23])([CH3:22])[CH3:21])[C@@H:11]1[CH2:10][CH2:9][C:8]1[C@:3]2([CH3:33])[CH:4]=[CH:5][C:6](=[O:32])[CH:7]=1>C1(C)C=CC=CC=1>[CH3:31][C@@H:14]1[CH2:13][C@@H:12]2[C@:26]([CH3:30])([CH2:27][C:28](=[O:29])[C@H:2]3[C@H:11]2[CH2:10][CH2:9][C:8]2[C@:3]3([CH3:33])[CH:4]=[CH:5][C:6](=[O:32])[CH:7]=2)[C@H:15]1[C:16](=[O:25])[CH2:17][O:18][C:19](=[O:24])[C:20]([CH3:21])([CH3:22])[CH3:23]. Procedure details: One gram of 9α-chloro-11β-hydroxy-16α-methyl-21-trimethylacetoxy-1,4-pregnadiene-3,20-dione is stirred in 4 ml of "Marlotherm" S for 5 minutes at an oil bath temperature of 300° C. under argon. After cooling, the mixture is diluted with toluene and chromatographed on silica gel, thus obtaining 650 mg of 16α-methyl-21-trimethylacetoxy-1,4-pregnadiene-3,11,20-trione; mp 201°-202.5° C. (acetone-hexane). The reactants are CI (MeI), COC(C(C(=O)OC)C=1NC2=CC(=CC=C2C1CCN=[N+]=[N-])F)=O (2-[3-(2-azidoethyl)-6-fluoro-1H-indol-2-yl]-propanedioic acid dimethyl ester), C[O-].[Na+] (NaOMe). Solvent: CO (MeOH), CO (MeOH). Run at temperature 0 celsius, time 30 minute. The product is COC(C(C(=O)OC)(C)C=1NC2=CC(=CC=C2C1CCN=[N+]=[N-])F)=O (2-[3-(2-azidoethyl)-6-fluoro-1H-indol-2-yl]-2-methylpropanedioic acid dimethyl ester). As a reaction SMILES: [CH3:1][O:2][C:3](=[O:24])[CH:4]([C:9]1[NH:10][C:11]2[C:16]([C:17]=1[CH2:18][CH2:19][N:20]=[N+:21]=[N-:22])=[CH:15][CH:14]=[C:13]([F:23])[CH:12]=2)[C:5]([O:7][CH3:8])=[O:6].[CH3:25][O-].[Na+].CI>CO>[CH3:1][O:2][C:3](=[O:24])[C:4]([C:9]1[NH:10][C:11]2[C:16]([C:17]=1[CH2:18][CH2:19][N:20]=[N+:21]=[N-:22])=[CH:15][CH:14]=[C:13]([F:23])[CH:12]=2)([CH3:25])[C:5]([O:7][CH3:8])=[O:6] |f:1.2|. Reported procedure: To a solution of 2-[3-(2-azidoethyl)-6-fluoro-1H-indol-2-yl]-propanedioic acid dimethyl ester (37 mmol) in dry MeOH (0.25 L) at 0° C. under argon was added a solution of 25% NaOMe in MeOH (8.56 mL, 37.4 mmol). The mixture was stirred for 30 min at 0° C. MeI (3.56 mL, 56.6 mmol) was added. The mixture was refluxed for 42 h, cooled, and concentrated. The residue was partitioned between H2O and Et2O. The Et2O extracts were washed with H2O, dried, and concentrated to an oil. This oil was purified by... Reactants: COC1=CC2=C(NC(=N2)SC2=C(C=CC(=C2)OC)C2=NC=CC=C2)C=C1OC (5,6-Dimethoxy-2-[5-methoxy-2-(2-pyridinyl)phenylthio]-1H-benzimidazole), ClC1=CC(=CC=C1)C(=O)OO (m-chloroperbenzoic acid). The solvent is C(C)(=O)OCC (ethyl acetate), C(C)(=O)OCC (ethyl acetate). Run at time 1 hour. Product: COC1=CC2=C(NC(=N2)S(=O)C2=C(C=CC(=C2)OC)C2=NC=CC=C2)C=C1OC (5,6-Dimethoxy-2-[5-methoxy-2-(2-pyridinyl)phenyl sulphinyl]-1H-benzimidazole). Reaction SMILES: [CH3:1][O:2][C:3]1[C:26]([O:27][CH3:28])=[CH:25][C:6]2[NH:7][C:8]([S:10][C:11]3[CH:16]=[C:15]([O:17][CH3:18])[CH:14]=[CH:13][C:12]=3[C:19]3[CH:24]=[CH:23][CH:22]=[CH:21][N:20]=3)=[N:9][C:5]=2[CH:4]=1.ClC1C=CC=C(C(OO)=[O:37])C=1>C(OCC)(=O)C>[CH3:1][O:2][C:3]1[C:26]([O:27][CH3:28])=[CH:25][C:6]2[NH:7][C:8]([S:10]([C:11]3[CH:16]=[C:15]([O:17][CH3:18])[CH:14]=[CH:13][C:12]=3[C:19]3[CH:24]=[CH:23][CH:22]=[CH:21][N:20]=3)=[O:37])=[N:9][C:5]=2[CH:4]=1. Reported procedure: The product of step (c) above (370 mg) was dissolved in ethyl acetate (90 ml) and cooled to -10°. To the stirred solution was added a solution of m-chloroperbenzoic acid (191 mg of 85%) in ethyl acetate (10 ml). After stirring for 1 hour the solution was washed with sodium bicarbonate solution, sodium metabisulphite solution, water and brine then dried and evaporated. The residue was flash chromatographed to afford the title compound as a buff solid, mp 208°-210°. The reactants are [N+](=O)([O-])C1=C(C(=O)O)C=C(C(=C1)C)F (2-nitro-4-methyl-5-fluoro-benzoic acid). Reagents/catalysts: [Pd] (Pd-C). Run in O1CCOCC1 (dioxane). The product is NC1=C(C(=O)O)C=C(C(=C1)C)F (2-amino-4-methyl-5-fluoro-benzoic acid). Reaction SMILES: [N+:1]([C:4]1[CH:12]=[C:11]([CH3:13])[C:10]([F:14])=[CH:9][C:5]=1[C:6]([OH:8])=[O:7])([O-])=O>O1CCOCC1.[Pd]>[NH2:1][C:4]1[CH:12]=[C:11]([CH3:13])[C:10]([F:14])=[CH:9][C:5]=1[C:6]([OH:8])=[O:7]. Procedure details: 525 g of 2-nitro-4-methyl-5-fluoro-benzoic acid are hydrogenated in 3 l of dioxane with 50 g of 5% strength Pd-C catalyst at 30°-40° under 20-30 bar. The catalyst is filtered off with suction and the solution is poured onto water. The crystals which have precipitated are filtered off with suction and dried. Yield: 357 g (80.1% of theory), melting point: 201°-202° C. The reactants are CCOC(=O)c1cc(OCCOC)c(OCCOC)cc1[N+](=O)[O-], CO, [H][H], [Pt]. The product is CCOC(=O)c1cc(OCCOC)c(OCCOC)cc1N. RXN SMILES: [CH3:1][O:2][CH2:3][CH2:4][O:5][c:6]1[cH:7][c:8]([N+:22]([O-:23])=[O:24])[c:9]([C:10](=[O:11])[O:12][CH2:13][CH3:14])[cH:15][c:16]1[O:17][CH2:18][CH2:19][O:20][CH3:21].[CH3:28][OH:29].[H:25][H:26].[Pt:27]>>[CH3:1][O:2][CH2:3][CH2:4][O:5][c:6]1[cH:7][c:8]([NH2:22])[c:9]([C:10](=[O:11])[O:12][CH2:13][CH3:14])[cH:15][c:16]1[O:17][CH2:18][CH2:19][O:20][CH3:21]. Reactants: COc1ccc(CNc2cc(Oc3ccc(NC(=O)NC(=O)Cc4ccc(F)cc4)cc3F)ncn2)cc1, ClCCl, O=C=NC(=O)Cc1ccc(F)cc1, CC(C)(C)OC(=O)NC1CC=C(C#Cc2cnccc2Oc2ccc(N)cc2F)CC1. Product: CC(C)(C)OC(=O)NC1CC=C(C#Cc2cnccc2Oc2ccc(NC(=O)NC(=O)Cc3ccc(F)cc3)cc2F)CC1. Reaction SMILES: [CH3:45][O:46][c:47]1[cH:48][cH:49][c:50]([CH2:51][NH:52][c:53]2[n:54][cH:55][n:56][c:57]([O:58][c:59]3[cH:60][cH:61][c:62]([NH:63][C:64]([NH:65][C:66](=[O:67])[CH2:68][c:69]4[cH:70][cH:71][c:72]([F:73])[cH:74][cH:75]4)=[O:76])[cH:77][c:78]3[F:79])[cH:80]2)[cH:81][cH:82]1.[Cl:83][CH2:84][Cl:85].[F:32][c:33]1[cH:34][cH:35][c:36]([CH2:39][C:40](=[O:41])[N:42]=[C:43]=[O:44])[cH:37][cH:38]1.[NH2:1][c:2]1[cH:3][c:4]([F:31])[c:5]([O:6][c:7]2[c:8]([C:13]#[C:14][C:15]3=[CH:16][CH2:17][CH:18]([NH:21][C:22]([O:23][C:24]([CH3:25])([CH3:26])[CH3:27])=[O:28])[CH2:19][CH2:20]3)[cH:9][n:10][cH:11][cH:12]2)[cH:29][cH:30]1>>[NH:1]([c:2]1[cH:3][c:4]([F:31])[c:5]([O:6][c:7]2[c:8]([C:13]#[C:14][C:15]3=[CH:16][CH2:17][CH:18]([NH:21][C:22]([O:23][C:24]([CH3:25])([CH3:26])[CH3:27])=[O:28])[CH2:19][CH2:20]3)[cH:9][n:10][cH:11][cH:12]2)[cH:29][cH:30]1)[C:43]([NH:42][C:40]([CH2:39][c:36]1[cH:35][cH:34][c:33]([F:32])[cH:38][cH:37]1)=[O:41])=[O:44].